This data is from the Open Reaction Database (ORD), a public repository of structured organic reaction records. The task is: describe an organic reaction: reactants, conditions, products, and yield Starting materials: C([O-])([O-])=O.[Sr+2] (strontium carbonate), [N+](=O)(O)[O-] (nitric acid). Yields the product [N+](=O)([O-])[O-].[Sr+2].[N+](=O)([O-])[O-] (strontium nitrate). As a reaction SMILES: C(=O)([O-])[O-].[Sr+2:5].[N+:6]([O-:9])([OH:8])=[O:7]>>[N+:6]([O-:9])([O-:8])=[O:7].[Sr+2:5].[N+:6]([O-:9])([O-:8])=[O:7] |f:0.1,3.4.5|. Procedure: In the most direct commercial manufacturing method, celestite ore is heated with an aqueous soda ash (sodium carbonate) solution to yield strontium carbonate as a precipitate. The separated strontium carbonate is reacted with aqueous nitric acid to form strontium nitrate, which is recovered by crystallization.